From a dataset of the Open Reaction Database (ORD), a public repository of structured organic reaction records. describe an organic reaction: reactants, conditions, products, and yield The reactants are BrCC1OCCO1 (2-Bromomethyl-1,3-dioxolane), C(C=C)N (allylamine), [OH-].[Na+] (sodium hydroxide). Run in O (water). Reaction conditions: temperature 100 celsius, time 30 minute. Product: C(C=C)NCC1OCCO1 (N-Allyl-N-(1,3-dioxolan-2-ylmethyl)amine). Reaction SMILES: Br[CH2:2][CH:3]1[O:7][CH2:6][CH2:5][O:4]1.[CH2:8]([NH2:11])[CH:9]=[CH2:10].[OH-].[Na+]>O>[CH2:8]([NH:11][CH2:2][CH:3]1[O:7][CH2:6][CH2:5][O:4]1)[CH:9]=[CH2:10] |f:2.3|. Procedure details: 2-Bromomethyl-1,3-dioxolane (20 grams) and allylamine (70 ml) were charged into a glass reaction vessel equipped with a mechanical stirrer, thermometer and reflux condenser. The reaction mixture was heated at a temperature of about 100° C. for a period of about 3 hours. After this time sodium hydroxide (10 grams) dissolved in water (100 ml) was added and the resulting mixture was stirred for a period of about 30 minutes. The reaction mixture was then extracted with ether and the ether solution w...